From a dataset of the Open Reaction Database (ORD), a public repository of structured organic reaction records. describe an organic reaction: reactants, conditions, products, and yield Reactants: ClC1=C(C(=O)CC(=O)OC)C=C(C(=C1OC)Cl)F (methyl 2,4-dichloro-5-fluoro-3-methoxybenzoylacetate), C(OCC)(OCC)OCC (triethyl orthoformate), C(C)(=O)OC(C)=O (diacetyl oxide), C1(CC1)N (cyclopropylamine). Reaction conditions: time 2 hour. Yields the product ClC1=C(C(=O)C(C(=O)OC)=CNC2CC2)C=C(C(=C1OC)Cl)F (methyl 2-(2,4-dichloro-5-fluoro-3-methoxybenzoyl)-3-cyclopropylaminoacrylate). Isolated yield 72.8%. As a reaction SMILES: [Cl:1][C:2]1[C:14]([O:15][CH3:16])=[C:13]([Cl:17])[C:12]([F:18])=[CH:11][C:3]=1[C:4]([CH2:6][C:7]([O:9][CH3:10])=[O:8])=[O:5].[CH:19](OCC)(OCC)OCC.C(OC(=O)C)(=O)C.[CH:36]1([NH2:39])[CH2:38][CH2:37]1>>[Cl:1][C:2]1[C:14]([O:15][CH3:16])=[C:13]([Cl:17])[C:12]([F:18])=[CH:11][C:3]=1[C:4]([C:6](=[CH:19][NH:39][CH:36]1[CH2:38][CH2:37]1)[C:7]([O:9][CH3:10])=[O:8])=[O:5]. Procedure: 73.8 g of methyl 2,4-dichloro-5-fluoro-3-methoxybenzoylacetate (0.25 mol), 66.6 g of triethyl orthoformate (0.45 mol) and 77.4 g of diacetyl oxide (0.72 mol) were stirred at 150° C. for 2.5 hours. Fractions having a lower boiling point were evaporated under reduced pressure. To the residue was added 250 ml of anhydrous ethanol. 14.5 g of cyclopropylamine (0.25 mol) was added to the solution and the reaction was then carried out for 2 hours. The resulting mixture was filtered under suction. The r... Starting materials: COC(=O)c1ccc2ncnc(Nc3ccc(OCc4cccc(F)c4)c(Cl)c3)c2c1, CNOC, [Cl-], Cl, [NH4+], C1CCOC1, O. The product is C[N-]OC, O=C(O)c1ccc2ncnc(Nc3ccc(OCc4cccc(F)c4)c(Cl)c3)c2c1. RXN SMILES: [CH3:1][O:2][C:3](=[O:4])[c:5]1[cH:6][c:7]2[c:8]([NH:15][c:16]3[cH:17][c:18]([Cl:31])[c:19]([O:22][CH2:23][c:24]4[cH:25][c:26]([F:30])[cH:27][cH:28][cH:29]4)[cH:20][cH:21]3)[n:9][cH:10][n:11][c:12]2[cH:13][cH:14]1.[CH3:33][NH:34][O:35][CH3:36].[Cl-:37].[ClH:32].[NH4+:38].[O:40]1[CH2:41][CH2:42][CH2:43][CH2:44]1.[OH2:39]>>[CH3:33][N-:34][O:35][CH3:36].[O:2]=[C:3]([OH:4])[c:5]1[cH:6][c:7]2[c:8]([NH:15][c:16]3[cH:17][c:18]([Cl:31])[c:19]([O:22][CH2:23][c:24]4[cH:25][c:26]([F:30])[cH:27][cH:28][cH:29]4)[cH:20][cH:21]3)[n:9][cH:10][n:11][c:12]2[cH:13][cH:14]1. The reactants are C(=O)(OCC)C=1C=NC2=NC(=CC=C2C1O)C (3-Carbethoxy-4-hydroxy-7-methyl-1,8-naphthyridine), ( s ), O=P(Cl)(Cl)Cl (POCl3), ( q ), ( s ), 222, ( d ), [K+].[Br-] (KBr), ( t ), ( d ). Run in C(Cl)(Cl)Cl.CO (CHCl3 MeOH). The product is C(=O)(OCC)C=1C=NC2=NC(=CC=C2C1Cl)C (3-Carbethoxy-4-chloro-7-methyl-1,8-naphthyridine). RXN SMILES: [C:1]([C:6]1[CH:7]=[N:8][C:9]2[C:14]([C:15]=1O)=[CH:13][CH:12]=[C:11]([CH3:17])[N:10]=2)([O:3][CH2:4][CH3:5])=[O:2].[K+].[Br-].O=P(Cl)(Cl)[Cl:22]>C(Cl)(Cl)Cl.CO>[C:1]([C:6]1[CH:7]=[N:8][C:9]2[C:14]([C:15]=1[Cl:22])=[CH:13][CH:12]=[C:11]([CH3:17])[N:10]=2)([O:3][CH2:4][CH3:5])=[O:2] |f:1.2,4.5|. Procedure details: 3-Carbethoxy-4-hydroxy-7-methyl-1,8-naphthyridine (3.8 g; 0.016 M) was suspended in POCl3 (46 ml; 0.45 M) and the mixture heated at 70°-80° C. for 4 hr. The solution was concentrated in vacuo and the residue poured carefully onto crushed ice. The resulting solution was basified with 10% aq. NaOH to pH 6 and extracted with Et2O. The Et2O extracts were combined, washed with saturated brine and dried over anhydrous MgSO4. The drying agent was removed by filtration and the filtrate was decolourised ... The reactants are FC1=C(C(=O)O)C=C(C(=C1F)F)F (2,3,4,5-tetrafluorobenzoic acid), CN(C)C=O (DMF), C(C(=O)Cl)(=O)Cl (oxalyl chloride). Run in C(Cl)Cl (CH2Cl2). Conditions: time 21 hour. The product is FC1=C(C(=O)Cl)C=C(C(=C1F)F)F (2,3,4,5-tetrafluorobenzoylchloride). Yield: 79.6%. Reaction SMILES: [F:1][C:2]1[C:10]([F:11])=[C:9]([F:12])[C:8]([F:13])=[CH:7][C:3]=1[C:4](O)=[O:5].CN(C=O)C.C(Cl)(=O)C([Cl:22])=O>C(Cl)Cl>[F:1][C:2]1[C:10]([F:11])=[C:9]([F:12])[C:8]([F:13])=[CH:7][C:3]=1[C:4]([Cl:22])=[O:5]. Procedure details: A mixture of 25 g (130 mmol) 2,3,4,5-tetrafluorobenzoic acid, 0.5 ml DMF, 200 ml CH2Cl2 and 17 ml (192 mmol) oxalyl chloride was stirred at room temperature for 21 hours. The mixture was filtered and evaporated in vacuo. The concentrate was extracted with 3×300 ml hexane. The extract was filtered via gravity through a coarse pore sintered glass funnel. This filtrate was evaporated in vacuo to yield 22 g (76%) of 2,3,4,5-tetrafluorobenzoylchloride as a colorless liquid. 1H-NMR(CDCl3) δ281-289 (m,... The reactants are CC(C)(C)[O-], CS(C)=O, CCOC(C)=O, Cn1c(=O)c(-c2c(Cl)cccc2Cl)cc2cnc(S(C)(=O)=O)nc21, [K+], O, Nc1ccc2nsnc2c1. Product: Cn1c(=O)c(-c2c(Cl)cccc2Cl)cc2cnc(Nc3ccc4nsnc4c3)nc21. As a reaction SMILES: [CH3:1][C:2]([CH3:3])([O-:4])[CH3:5].[CH3:41][S:42]([CH3:43])=[O:44].[CH3:46][CH2:47][O:48][C:49](=[O:50])[CH3:51].[Cl:7][c:8]1[c:9](-[c:15]2[cH:16][c:17]3[c:18]([n:19][c:20]([S:23]([CH3:24])(=[O:25])=[O:26])[n:21][cH:22]3)[n:27]([CH3:30])[c:28]2=[O:29])[c:10]([Cl:14])[cH:11][cH:12][cH:13]1.[K+:6].[OH2:45].[n:31]1[s:32][n:33][c:34]2[c:35]1[cH:36][cH:37][c:38]([NH2:40])[cH:39]2>>[Cl:7][c:8]1[c:9](-[c:15]2[cH:16][c:17]3[c:18]([n:19][c:20]([NH:40][c:38]4[cH:37][cH:36][c:35]5[n:31][s:32][n:33][c:34]5[cH:39]4)[n:21][cH:22]3)[n:27]([CH3:30])[c:28]2=[O:29])[c:10]([Cl:14])[cH:11][cH:12][cH:13]1. The reactants are [F-].[K+] (potassium fluoride), FC(C(=O)F)(C(C(F)(F)F)(F)F)F (perfluorobutyryl fluoride), S(=O)(=O)(OC)OC (dimethyl sulfate). Solvent: CN(C=O)C (dimethyl formamide). Product: C(F)(F)(C(F)(F)C(F)(F)C(F)(F)F)OC (C4F9OCH3). Isolated yield 134.3%. As a reaction SMILES: [F-:1].[K+].[F:3][C:4]([F:15])([C:8]([F:14])([F:13])[C:9]([F:12])([F:11])[F:10])[C:5]([F:7])=O.S([O:21][CH3:22])(OC)(=O)=O>CN(C)C=O>[C:5]([O:21][CH3:22])([C:4]([C:8]([C:9]([F:12])([F:11])[F:10])([F:14])[F:13])([F:15])[F:3])([F:1])[F:7] |f:0.1|. Reported procedure: The reaction was carried out in the same equipment and in a similar manner to the procedure of Example 7 above, but using the following materials: spray-dried potassium fluoride (6 kg, 103.1 mole), anhydrous dimethyl formamide (25.1 kg), perfluorobutyryl fluoride (58% purity, 25.1 kg, 67.3 mole), and dimethyl sulfate (12.0 kg, 95.1 mole). 22.6 kg of product was obtained, which was 63.2% C4F9COH3 (b.=58-60° C.). The product identity was confirmed by GCMS and by 1H and 19F NMR. The reactants are 1-sodium, [OH-].[Na+] (NaOH), [N+](=O)([O-])C1=NNC=C1C#N (3-nitro-4-pyrazolecarbonitrile), [H][H].O=O (H2 O2). Run in CO (methanol). Run at temperature 45 celsius, time 4 hour. The product is [Na+].[N+](=O)([O-])C1=NNC=C1C(=O)[NH-] (3-nitro-4-pyrazolecarboxamide sodium salt). RXN SMILES: [N+:1]([C:4]1[C:8]([C:9]#[N:10])=[CH:7][NH:6][N:5]=1)([O-:3])=[O:2].[H][H].[O:13]=O.[OH-].[Na+:16]>CO>[Na+:16].[N+:1]([C:4]1[C:8]([C:9]([NH-:10])=[O:13])=[CH:7][NH:6][N:5]=1)([O-:3])=[O:2] |f:1.2,3.4,6.7|. Procedure details: A solution was made of 8 gm. of 1-sodium salt of 3-nitro-4-pyrazolecarbonitrile in methanol, and 75 ml. of 15% H2 O2 was added, followed by 5 ml. of 6N NaOH. The reaction mixture was heated to 45° C., at which point external cooling was needed to maintain the mixture at 45°-50° C. After the exothermic reaction has subsided, the mixture was held at 45°-50° C. and stirred for 4 hours. Then the mixture was cooled and the methanol was evaporated under vacuum. The liquid remaining was cooled in an ic... Reactants: ClC1=CC=2NC=3N(C(C2C=N1)=O)N=C(C3)C (6-Chloro-2-methylpyrazolo[1,5-a]pyrido[4,3-d]pyrimidin-9(4H)-one). The reagents and catalysts are C(C)N(CC)CC (triethylamine), [Pd] (palladium on charcoal). Run in CN(C=O)C (dimethylformamide). The product is CC1=NN2C(NC3=C(C2=O)C=NC=C3)=C1 (2-Methylpyrazolo[1,5-a]pyrido[4,3-d]pyrimidin-9(4H)-one). RXN SMILES: Cl[C:2]1[N:11]=[CH:10][C:9]2[C:8](=[O:12])[N:7]3[N:13]=[C:14]([CH3:16])[CH:15]=[C:6]3[NH:5][C:4]=2[CH:3]=1>C(N(CC)CC)C.[Pd].CN(C)C=O>[CH3:16][C:14]1[CH:15]=[C:6]2[NH:5][C:4]3[CH:3]=[CH:2][N:11]=[CH:10][C:9]=3[C:8](=[O:12])[N:7]2[N:13]=1. Procedure details: 23.5 g. of 6-chloro-2-methylpyrazolo[1,5-a]pyrido[4,3-d]pyrimidin-9(4H)-one of Example 3 are hydrogenated at 80° in 200 ml. of dimethylformamide in the presence of 15 g. of triethylamine and 10% palladium on charcoal as catalyst. When the theoretical amount of hydrogen has been absorbed, the reaction mixture is filtered hot and the mother liquor evaporated in vacuo to dryness. The remaining 2-methylpyrazolo[1,5-a]pyrido[4,3-d]pyrimidin-9(4H)-one is recrystallized from dimethylformamide, yield: 1...